Dataset: the Open Reaction Database (ORD), a public repository of structured organic reaction records. Task: describe an organic reaction: reactants, conditions, products, and yield The reactants are CN(C)c1ccccn1, OC1CN(C(c2ccccc2)c2ccccc2)C1, O, Cc1ccc(S(=O)(=O)Cl)cc1, c1ccncc1. The product is Cc1ccc(S(=O)(=O)OC2CN(C(c3ccccc3)c3ccccc3)C2)cc1. Reaction SMILES: [CH3:19][N:20]([c:21]1[cH:22][cH:23][cH:24][cH:25][n:26]1)[CH3:27].[CH:1]([c:2]1[cH:3][cH:4][cH:5][cH:6][cH:7]1)([c:8]1[cH:9][cH:10][cH:11][cH:12][cH:13]1)[N:14]1[CH2:15][CH:16]([OH:18])[CH2:17]1.[OH2:39].[c:28]1([CH3:38])[cH:29][cH:30][c:31]([S:34](=[O:35])(=[O:36])[Cl:37])[cH:32][cH:33]1.[cH:40]1[cH:41][cH:42][n:43][cH:44][cH:45]1>>[CH:1]([c:2]1[cH:3][cH:4][cH:5][cH:6][cH:7]1)([c:8]1[cH:9][cH:10][cH:11][cH:12][cH:13]1)[N:14]1[CH2:15][CH:16]([O:18][S:34]([c:31]2[cH:30][cH:29][c:28]([CH3:38])[cH:33][cH:32]2)(=[O:35])=[O:36])[CH2:17]1. Reaction SMILES: [Al+3].[Cl-].[Cl-].[Cl-].[C:5](Cl)(=[O:9])/[CH:6]=[CH:7]/[CH3:8].[CH:11]([SiH3])=[CH2:12].[Na].C(C(C(C([O-])=O)O)O)([O-])=O.[K+].[K+].C([O-])([O-])=O.[K+].[K+].[CH:33]([O:36][C:37]1[CH:38]=[C:39]([CH:42]=[CH:43][CH:44]=1)[CH2:40][NH2:41])([CH3:35])[CH3:34]>C([O-])(O)=O.[Na+].CC#N.CCOCC>[CH:33]([O:36][C:37]1[CH:38]=[C:39]([CH:42]=[CH:43][CH:44]=1)[CH2:40][N:41]1[CH2:12][CH2:11][C:5](=[O:9])[CH2:6][CH:7]1[CH3:8])([CH3:35])[CH3:34] |f:0.1.2.3,6.7.8.9,10.11.12,14.15,^1:13|. The product is C(C)(C)OC=1C=C(CN2C(CC(CC2)=O)C)C=CC1 (1-(3-isopropoxybenzyl)-2-methylpiperidin-4-one). Conditions: temperature -20 celsius, time 3 hour. The reactants are [Al+3].[Cl-].[Cl-].[Cl-] (AlCl3), C(C)(C)OC=1C=C(CN)C=CC1 (3-(isopropoxy)benzylamine), [Na].C(=O)([O-])C(O)C(O)C(=O)[O-].[K+].[K+] (sodium potassium tartrate), C(=O)([O-])[O-].[K+].[K+] (K2CO3), ice, C(\C=C\C)(=O)Cl (Crotonyl chloride), ice, C(=C)[SiH3] (Vinylsilane), ice. Reported procedure: In an alternative preparation, AlCl3 (15 g, 0.11 mole) was added to a 3-necked flask equipped with a jacketed addition funnel, flushed with argon and cooled in an ice bath. Crotonyl chloride (21 g, 200 mmol) was added dropwise while keeping the temperature of the reaction below 15° C. The resulting light yellow solution was stirred for 15 min before the ice bath was replaced with an ethyleneglycol/dry ice bath and the solution cooled to −20° C. Vinylsilane (21.1 ml, 220 mmol) was added dropwise ... The solvent is C(=O)(O)[O-].[Na+] (NaHCO3), CC#N (CH3CN), CCOCC (ether).